Dataset: the Open Reaction Database (ORD), a public repository of structured organic reaction records. Task: describe an organic reaction: reactants, conditions, products, and yield The reactants are C(C1=CC=CC=C1)(=O)Cl (benzoyl chloride), BrC=1SC=CC1 (2-bromothiophene), C(=S)=S (carbon disulfide). Conditions: time 2.5 hour. Product: BrC1=CC=C(S1)C(=O)C1=CC=CC=C1 ((5-bromothien-2-yl)(phenyl)methanone). Isolated yield 96.2%. Reaction SMILES: [C:1](Cl)(=[O:8])[C:2]1[CH:7]=[CH:6][CH:5]=[CH:4][CH:3]=1.[Br:10][C:11]1[S:12][CH:13]=[CH:14][CH:15]=1.C(=S)=S>>[Br:10][C:11]1[S:12][C:13]([C:1]([C:2]2[CH:7]=[CH:6][CH:5]=[CH:4][CH:3]=2)=[O:8])=[CH:14][CH:15]=1. Reported procedure: To a mixture of benzoyl chloride (2.81 g, 20.0 mmol) and 2-bromothiophene (3.42 g, 21.0 mmol) in carbon disulfide (120 mL) aluminum chloride (5.34 g, 40.0 mmol), was added in portions over 10 min with vigorous magnetic stirring. The reaction was next allowed to stir for 2.5 h before being quenched with 100 mL 1 M HCl (aq). The organics were separated, the aqueous layer extracted with carbon disulfide (3×50 mL), and the combined organics washed with water (3×100 mL) and dried over MgSO4. After fi...